Dataset: the Open Reaction Database (ORD), a public repository of structured organic reaction records. Task: describe an organic reaction: reactants, conditions, products, and yield The reactants are O (Water), OCCOC1=CC=C(C=C1)C1=C(C(=NC(=C1C#N)S)OC)C#N (4-[4-(2-Hydroxyethoxy)phenyl]-2-methoxy-6-sulphanylpyridine-3,5-dicarbonitrile), ClCC=1C=C(C(=O)O)C=CC1 (3-(chloromethyl)benzoic acid), C([O-])(O)=O.[Na+] (sodium bicarbonate). The solvent is CN(C)C=O (DMF). Yields the product C(#N)C=1C(=NC(=C(C1C1=CC=C(C=C1)OCCO)C#N)OC)SCC=1C=C(C(=O)O)C=CC1 (3-[({3,5-Dicyano-4-[4-(2-hydroxyethoxy)phenyl]-6-methoxypyridin-2-yl}thio)methyl]benzoic acid). RXN SMILES: [OH:1][CH2:2][CH2:3][O:4][C:5]1[CH:10]=[CH:9][C:8]([C:11]2[C:16]([C:17]#[N:18])=[C:15]([SH:19])[N:14]=[C:13]([O:20][CH3:21])[C:12]=2[C:22]#[N:23])=[CH:7][CH:6]=1.Cl[CH2:25][C:26]1[CH:27]=[C:28]([CH:32]=[CH:33][CH:34]=1)[C:29]([OH:31])=[O:30].C(=O)(O)[O-].[Na+].O>CN(C=O)C>[C:17]([C:16]1[C:15]([S:19][CH2:25][C:26]2[CH:27]=[C:28]([CH:32]=[CH:33][CH:34]=2)[C:29]([OH:31])=[O:30])=[N:14][C:13]([O:20][CH3:21])=[C:12]([C:22]#[N:23])[C:11]=1[C:8]1[CH:9]=[CH:10][C:5]([O:4][CH2:3][CH2:2][OH:1])=[CH:6][CH:7]=1)#[N:18] |f:2.3|. Reported procedure: 50 mg (0.153 mmol) of the compound from Example 10A together with 29 mg (0.168 mmol) of 3-(chloromethyl)benzoic acid and 38.5 mg (0.458 mmol) of sodium bicarbonate are stirred in 0.6 ml of DMF at room temperature for 2 h. Water is added and the reaction mixture is purified by preparative HPLC (with 0.15% hydrochloric acid added). Reactants: C1(=CC=CC=C1)P(C1=CC=CC=C1)C1=CC=CC=C1 (triphenylphosphine), BrCC=1CS[C@H]2N(C1C(=O)OC(C)(C)C)C([C@H]2NC(COC2=CC=CC=C2)=O)=O (t-butyl 3-bromomethyl-7β-phenoxyacetamidoceph-3-em-4-carboxylate). Run in C(C)(=O)OCC (ethyl acetate), C(C)(=O)OCC (ethyl acetate). Reaction conditions: time 1 hour. Yields the product [Br-].C(C)(C)(C)OC(=O)C1=C(CS[C@H]2N1C([C@H]2NC(COC2=CC=CC=C2)=O)=O)C[P+](C2=CC=CC=C2)(C2=CC=CC=C2)C2=CC=CC=C2 ([4-t-Butoxycarbonyl-7β-phenoxyacetamidoceph-3-em-3-ylmethyl]-triphenylphosphonium Bromide). Yield: 87.2%. As a reaction SMILES: [C:1]1([P:7]([C:14]2[CH:19]=[CH:18][CH:17]=[CH:16][CH:15]=2)[C:8]2[CH:13]=[CH:12][CH:11]=[CH:10][CH:9]=2)[CH:6]=[CH:5][CH:4]=[CH:3][CH:2]=1.[Br:20][CH2:21][C:22]1[CH2:23][S:24][C@@H:25]2[C@H:36]([NH:37][C:38](=[O:47])[CH2:39][O:40][C:41]3[CH:46]=[CH:45][CH:44]=[CH:43][CH:42]=3)[C:35](=[O:48])[N:26]2[C:27]=1[C:28]([O:30][C:31]([CH3:34])([CH3:33])[CH3:32])=[O:29]>C(OCC)(=O)C>[Br-:20].[C:31]([O:30][C:28]([C:27]1[N:26]2[C:35](=[O:48])[C@@H:36]([NH:37][C:38](=[O:47])[CH2:39][O:40][C:41]3[CH:42]=[CH:43][CH:44]=[CH:45][CH:46]=3)[C@H:25]2[S:24][CH2:23][C:22]=1[CH2:21][P+:7]([C:1]1[CH:2]=[CH:3][CH:4]=[CH:5][CH:6]=1)([C:8]1[CH:13]=[CH:12][CH:11]=[CH:10][CH:9]=1)[C:14]1[CH:15]=[CH:16][CH:17]=[CH:18][CH:19]=1)=[O:29])([CH3:34])([CH3:32])[CH3:33] |f:3.4|. Reported procedure: A solution of triphenylphosphine (1.95 g, 2 equiv.) in ethyl acetate (6 ml) was added to a solution of t-butyl 3-bromomethyl-7β-phenoxyacetamidoceph-3-em-4-carboxylate (1.80 g, 3.72 mmole) in ethyl acetate (4 ml.). The mixture was stirred for 1 hour, and the precipitated solid was filtered off, washed with ether and dried to give the title phosphonium salt (2.42 g, 87.5%), m.p. 144° to 146°, [α]D22 +31° (C 0.95; Me2SO), λmax. (EtOH) 268 nm (ε 11,300) and 275 nm (ε 10,400), νmax. (Nujol) 3400 (NH... Reactants: COC(C(CCN1CC2=CC(=CC=C2CC1)S(NC1=CC(=CC=C1)Cl)(=O)=O)(C)C)=O (methyl-2,2-dimethyl-4-[7-(3-chlorophenylsulphamoyl)-1,2,3,4-tetrahydroisoquinolin-2-yl]butanoate), O=C(C(CCN1CC2=CC(=CC=C2CC1)S(NC1=CC(=CC=C1)Cl)(=O)=O)(C)C)N1CC2=CC(=CC=C2CC1)S(NC1=CC(=CC=C1)Cl)(=O)=O (1-oxo-2,2-dimethyl-1,4-bis-[7-(3-chlorophenylsulphamoyl)-1,2,3,4-tetrahydroisoquinolin-2-yl]butane). The product is CC(C(=O)O)(CCN1CC2=CC(=CC=C2CC1)S(NC1=CC(=CC=C1)Cl)(=O)=O)C (2,2-Dimethyl-4-[7-(3-chlorophenylsulphamoyl)-1,2,3,4-tetrahydroisoquinolin-2-yl]butanoic acid). RXN SMILES: C[O:2][C:3](=[O:30])[C:4]([CH3:29])([CH3:28])[CH2:5][CH2:6][N:7]1[CH2:16][CH2:15][C:14]2[C:9](=[CH:10][C:11]([S:17](=[O:27])(=[O:26])[NH:18][C:19]3[CH:24]=[CH:23][CH:22]=[C:21]([Cl:25])[CH:20]=3)=[CH:12][CH:13]=2)[CH2:8]1.O=C(N1CCC2C(=CC(S(=O)(=O)NC3C=CC=C(Cl)C=3)=CC=2)C1)C(C)(C)CCN1CCC2C(=CC(S(=O)(=O)NC3C=CC=C(Cl)C=3)=CC=2)C1>>[CH3:28][C:4]([CH3:29])([CH2:5][CH2:6][N:7]1[CH2:16][CH2:15][C:14]2[C:9](=[CH:10][C:11]([S:17](=[O:27])(=[O:26])[NH:18][C:19]3[CH:24]=[CH:23][CH:22]=[C:21]([Cl:25])[CH:20]=3)=[CH:12][CH:13]=2)[CH2:8]1)[C:3]([OH:30])=[O:2]. Procedure: Following the method of Example 2(a), substituting methyl-2,2-dimethyl-4-bromobutanoate (J. L. Bass et al, Tetrahedron, 1966, 22, 285) gave a mixture of methyl-2,2-dimethyl-4-[7-(3-chlorophenylsulphamoyl)-1,2,3,4-tetrahydroisoquinolin-2-yl]butanoate and 1-oxo-2,2-dimethyl-1,4-bis-[7-(3-chlorophenylsulphamoyl)-1,2,3,4-tetrahydroisoquinolin-2-yl]butane, which were separated by chromatography (silica gel, ether). The former compound was hydrolysed by the method of Example 2(b), substituting methano... Starting materials: CCOC=CC(=O)O, CCOCC, [Cl-], COC(=O)c1cccc(N)c1. Product: CCOC=CC(=O)Nc1cccc(C(=O)OC)c1. RXN SMILES: [CH2:13]([CH3:14])[O:15][CH:16]=[CH:17][C:18](=[O:19])[OH:20].[CH3:21][CH2:22][O:23][CH2:24][CH3:25].[Cl-:12].[NH2:1][c:2]1[cH:3][c:4]([C:5](=[O:6])[O:7][CH3:8])[cH:9][cH:10][cH:11]1>>[NH:1]([c:2]1[cH:3][c:4]([C:5](=[O:6])[O:7][CH3:8])[cH:9][cH:10][cH:11]1)[C:18]([CH:17]=[CH:16][O:15][CH2:13][CH3:14])=[O:19].